Task: describe an organic reaction: reactants, conditions, products, and yield. Dataset: the Open Reaction Database (ORD), a public repository of structured organic reaction records Starting materials: C#CC(O)(CO)CO (2-ethynylglycerol). Reagents/catalysts: Antifoam 204, O=S(=O)([O-])CCN1CCN(CCS(=O)(=O)[O-])CC1.[K+].[K+] (potassium PIPES), O.O.O.O.O.O=S(=O)([O-])[O-].[Cu+2] (copper(II) sulfate pentahydrate), bovine catalase, evolved galactose oxidase GOase-Rd13BB, horseradish peroxidase. Solvent: O (water), O (water), O (water), O (water). Run at temperature 25 celsius, time 22 hour. Product: OC[C@@](C#C)(O)C=O. The yield is 68.0%.